Task: describe an organic reaction: reactants, conditions, products, and yield. Dataset: the Open Reaction Database (ORD), a public repository of structured organic reaction records The reactants are N[C@@H](CCC(N)=O)C(=O)O (glutamine), OCC(=O)[C@@H](O)[C@H](O)[C@H](O)CO (fructose). Product: N[C@@H](CCCN)C(=O)O.N[C@@H](CCC(N)=O)C(=O)O.OCC(=O)[C@@H](O)[C@H](O)[C@H](O)CO (Ornithine Glutamine Fructose). RXN SMILES: [NH2:1][C@H:2]([C:8]([OH:10])=[O:9])[CH2:3][CH2:4][C:5](=[O:7])[NH2:6].[OH:11][CH2:12][C:13]([C@H:15]([C@@H:17]([C@@H:19]([CH2:21][OH:22])[OH:20])[OH:18])[OH:16])=[O:14]>>[NH2:1][C@H:2]([C:8]([OH:10])=[O:9])[CH2:3][CH2:4][CH2:5][NH2:6].[NH2:1][C@H:2]([C:8]([OH:10])=[O:9])[CH2:3][CH2:4][C:5](=[O:7])[NH2:6].[OH:11][CH2:12][C:13]([C@H:15]([C@@H:17]([C@@H:19]([CH2:21][OH:22])[OH:20])[OH:18])[OH:16])=[O:14] |f:2.3.4|. Reported procedure: The procedure was the same as in Example 1 excepted that the quantity of respective components was: 2 mmol of omithine, 2 mmol of glutamine and twice 10 mmol of fructose.